Dataset: the Open Reaction Database (ORD), a public repository of structured organic reaction records. Task: describe an organic reaction: reactants, conditions, products, and yield Reported procedure: To a solution of 5-(pyridin-3-yl)-1-((2-(trimethylsilyl)ethoxy)methyl)-3-(trimethylstannyl)-1H-pyrazolo[3,4-c]pyridine (1.3490 g, 2.7571 mmol) and 6-bromo-3-chloro-2-fluoropyridine (696.23 mg, 3.3086 mmol) in tetrahydrofuran (10 mL, 100 mmol) under Argon in a pressure tube was added Cesium fluoride (837.64 mg, 5.5143 mmol), Palladium(II) Chloride (24.446 mg, 0.13786 mmol), Copper(I) iodide (52.510 mg, 0.27571 mmol), and 1.000 M of Tri-tert-butylphosphine in Toluene (275.71 uL) at room temperatur... The reagents and catalysts are [Pd](Cl)Cl (Palladium(II) Chloride), [Cu]I (Copper(I) iodide). Yields the product ClC=1C=CC(=NC1F)C1=NN(C2=CN=C(C=C21)C=2C=NC=CC2)COCC[Si](C)(C)C (3-(5-chloro-6-fluoropyridin-2-yl)-5-(pyridin-3-yl)-1-((2-(trimethylsilyl)ethoxy)methyl)-1H-pyrazolo[3,4-c]pyridine). The solvent is C1(=CC=CC=C1)C (Toluene). Reaction conditions: temperature 45 celsius. RXN SMILES: [N:1]1[CH:6]=[CH:5][CH:4]=[C:3]([C:7]2[CH:8]=[C:9]3[C:15]([Sn](C)(C)C)=[N:14][N:13]([CH2:20][O:21][CH2:22][CH2:23][Si:24]([CH3:27])([CH3:26])[CH3:25])[C:10]3=[CH:11][N:12]=2)[CH:2]=1.Br[C:29]1[N:34]=[C:33]([F:35])[C:32]([Cl:36])=[CH:31][CH:30]=1.O1CCCC1.[F-].[Cs+].C(P(C(C)(C)C)C(C)(C)C)(C)(C)C>C1(C)C=CC=CC=1.[Pd](Cl)Cl.[Cu]I>[Cl:36][C:32]1[CH:31]=[CH:30][C:29]([C:15]2[C:9]3[C:10](=[CH:11][N:12]=[C:7]([C:3]4[CH:2]=[N:1][CH:6]=[CH:5][CH:4]=4)[CH:8]=3)[N:13]([CH2:20][O:21][CH2:22][CH2:23][Si:24]([CH3:27])([CH3:26])[CH3:25])[N:14]=2)=[N:34][C:33]=1[F:35] |f:3.4|. The reactants are N1=CC(=CC=C1)C=1C=C2C(=CN1)N(N=C2[Sn](C)(C)C)COCC[Si](C)(C)C (5-(pyridin-3-yl)-1-((2-(trimethylsilyl)ethoxy)methyl)-3-(trimethylstannyl)-1H-pyrazolo[3,4-c]pyridine), BrC1=CC=C(C(=N1)F)Cl (6-bromo-3-chloro-2-fluoropyridine), O1CCCC1 (tetrahydrofuran), [F-].[Cs+] (Cesium fluoride), C(C)(C)(C)P(C(C)(C)C)C(C)(C)C (Tri-tert-butylphosphine). Procedure details: To a solution of crude 28 (approx. 1.23 mmol) in THF/DMF (9:1, 10 ml) at 0° C., BnBr (0.18 ml, 1.50 mmol) and NaH (36 mg, 1.50 mmol) were added. The solution was warmed to room temperature over 2 h, then cooled to 0° C. again and further BnBr (0.18 ml, 1.50 mmol) was added. The reaction was warmed to room temperature over 30 min, cooled to 0° C. and quenched by the addition of water. After dilution with Et2O the phases were separated and the aqueous layer extracted with Et2O. The organic phase w... As a reaction SMILES: [C:1]([O:9][C@@H:10]1[C@@H:27]([O:28][Si:29]([C:32]([CH3:35])([CH3:34])[CH3:33])([CH3:31])[CH3:30])[C@H:26]([O:36][CH2:37][C:38]2[CH:43]=[CH:42][CH:41]=[CH:40][CH:39]=2)[C@@H:25]([CH2:44][OH:45])[O:24][C@H:11]1[S:12][C:13]1[CH:18]=[C:17]([C:19]([CH3:22])([CH3:21])[CH3:20])[CH:16]=[CH:15][C:14]=1[CH3:23])(=[O:8])[C:2]1[CH:7]=[CH:6][CH:5]=[CH:4][CH:3]=1.[CH:46]1[CH:51]=[CH:50][C:49]([CH2:52]Br)=[CH:48][CH:47]=1.[H-].[Na+]>C1COCC1.CN(C=O)C>[C:1]([O:9][C@@H:10]1[C@@H:27]([O:28][Si:29]([C:32]([CH3:33])([CH3:34])[CH3:35])([CH3:30])[CH3:31])[C@H:26]([O:36][CH2:37][C:38]2[CH:43]=[CH:42][CH:41]=[CH:40][CH:39]=2)[C@@H:25]([CH2:44][O:45][CH2:52][C:49]2[CH:50]=[CH:51][CH:46]=[CH:47][CH:48]=2)[O:24][C@H:11]1[S:12][C:13]1[CH:18]=[C:17]([C:19]([CH3:20])([CH3:21])[CH3:22])[CH:16]=[CH:15][C:14]=1[CH3:23])(=[O:8])[C:2]1[CH:3]=[CH:4][CH:5]=[CH:6][CH:7]=1 |f:2.3,4.5|. Run in C1CCOC1.CN(C)C=O (THF DMF). Yield: 87.8%. Product: C(C1=CC=CC=C1)(=O)O[C@H]1[C@H](SC2=C(C=CC(=C2)C(C)(C)C)C)O[C@@H]([C@H]([C@@H]1O[Si](C)(C)C(C)(C)C)OCC1=CC=CC=C1)COCC1=CC=CC=C1 ((2-Methyl-5-tert-butylphenyl) 2-O-benzoyl-4,6-di-O-benzyl-3-O-tert-butyldimethylsilyl-1-thio-β-D-glucopyranoside). The reactants are C(C1=CC=CC=C1)(=O)O[C@H]1[C@H](SC2=C(C=CC(=C2)C(C)(C)C)C)O[C@@H]([C@H]([C@@H]1O[Si](C)(C)C(C)(C)C)OCC1=CC=CC=C1)CO ((2-Methyl-5-tert-butylphenyl) 2-O-benzoyl-4-O-benzyl-3-O-tert-butyldimethylsilyl-1-thio-β-D-glucopyranoside), C1=CC=C(C=C1)CBr (BnBr), [H-].[Na+] (NaH), C1=CC=C(C=C1)CBr (BnBr). The reactants are CCO, Cn1cc(C(=O)NCc2ccc(Cl)cc2)c(=O)c2cc(C#CCCO)oc21. The product is Cn1cc(C(=O)NCc2ccc(Cl)cc2)c(=O)c2cc(CCCCO)oc21. As a reaction SMILES: [CH3:28][CH2:29][OH:30].[Cl:1][c:2]1[cH:3][cH:4][c:5]([CH2:6][NH:7][C:8](=[O:9])[c:10]2[c:11](=[O:25])[c:12]3[c:13]([n:14]([CH3:16])[cH:15]2)[o:17][c:18]([C:20]#[C:21][CH2:22][CH2:23][OH:24])[cH:19]3)[cH:26][cH:27]1>>[Cl:1][c:2]1[cH:3][cH:4][c:5]([CH2:6][NH:7][C:8](=[O:9])[c:10]2[c:11](=[O:25])[c:12]3[c:13]([n:14]([CH3:16])[cH:15]2)[o:17][c:18]([CH2:20][CH2:21][CH2:22][CH2:23][OH:24])[cH:19]3)[cH:26][cH:27]1. Reactants: [Na+], [OH-], CCOC(=O)c1c2n(c3ccccc13)CCCCC2. The product is O=C(O)c1c2n(c3ccccc13)CCCCC2. As a reaction SMILES: [Na+:21].[OH-:20].[cH:1]1[c:2]2[c:3]([C:15](=[O:16])[O:17][CH2:18][CH3:19])[c:4]3[n:5]([c:6]2[cH:7][cH:8][cH:9]1)[CH2:10][CH2:11][CH2:12][CH2:13][CH2:14]3>>[cH:1]1[c:2]2[c:3]([C:15](=[O:16])[OH:17])[c:4]3[n:5]([c:6]2[cH:7][cH:8][cH:9]1)[CH2:10][CH2:11][CH2:12][CH2:13][CH2:14]3. Reactants: O=C([O-])[O-], COc1ccccc1N1CCN(CCCOS(C)(=O)=O)CC1, CC#N, [K+], [K+], CN(C)C(=O)c1ccccc1N, O. Product: COc1ccccc1N1CCN(CCCNc2ccccc2C(=O)N(C)C)CC1. Reaction SMILES: [C:35](=[O:36])([O-:37])[O-:38].[CH3:1][S:2]([O:3][CH2:6][CH2:7][CH2:8][N:9]1[CH2:10][CH2:11][N:12]([c:15]2[c:16]([O:21][CH3:22])[cH:17][cH:18][cH:19][cH:20]2)[CH2:13][CH2:14]1)(=[O:4])=[O:5].[CH3:42][C:43]#[N:44].[K+:39].[K+:40].[NH2:23][c:24]1[c:25]([C:26](=[O:27])[N:28]([CH3:29])[CH3:30])[cH:31][cH:32][cH:33][cH:34]1.[OH2:41]>>[CH2:6]([CH2:7][CH2:8][N:9]1[CH2:10][CH2:11][N:12]([c:15]2[c:16]([O:21][CH3:22])[cH:17][cH:18][cH:19][cH:20]2)[CH2:13][CH2:14]1)[NH:23][c:24]1[c:25]([C:26](=[O:27])[N:28]([CH3:29])[CH3:30])[cH:31][cH:32][cH:33][cH:34]1.